This data is from the Open Reaction Database (ORD), a public repository of structured organic reaction records. The task is: describe an organic reaction: reactants, conditions, products, and yield Starting materials: ClC1=CC=C2C(C(=O)OC(N2)=O)=C1 (5-chloroisatoic anhydride), N1C(=O)C(=O)C2=CC=CC=C12 (isatin), FC=1C=C2C(C(NC2=CC1)=O)=O (5-fluoroisatin). The product is CC=1C=C2C(N3C(=NC2=CC1)C(C1=CC=CC=C13)=O)=O (2-Methylindolo[2,1-b]quinazoline-6,12-dione). The yield is 34.0%. Reaction SMILES: Cl[C:2]1[CH:13]=[C:6]2[C:7]([O:9][C:10](=[O:12])[NH:11][C:5]2=[CH:4][CH:3]=1)=O.[NH:14]1[C:24]2[C:19](=[CH:20][CH:21]=[CH:22][CH:23]=2)C(=O)[C:15]1=O.F[C:26]1C=C2C(=CC=1)NC(=O)C2=O>>[CH3:26][C:21]1[CH:20]=[C:19]2[C:24](=[CH:23][CH:22]=1)[N:14]=[C:15]1[C:7](=[O:9])[C:6]3[C:5]([N:11]1[C:10]2=[O:12])=[CH:4][CH:3]=[CH:2][CH:13]=3. Procedure details: Using the procedure in Example 12 and substituting 5-methylisatoic anhydride for 5-chloroisatoic anhydride and isatin for 5-fluoroisatin gave the title compound in 34% yield: mp 266°-267° C.; 1H NMR (300 MHz, CDCl3) δ 8.65 (d, 1H), 8.22 (s, 1H), 7.94 (d, 1H), 7.93 (d, 1H), 7.79 (dt, 1H), 7.66 ppm (1H), 7.45 (dt, 1H), 2.55 (s, 3H); MS (M+H)+ 263, (M+CH4CN)+ 304. The reactants are C(C)(=O)C1=C(OCC(COC2=CC(=CC=C2)C)O)C=CC=C1O (1-(2-acetyl-3-hydroxyphenoxy)-2-hydroxy-3-m-cresyloxypropane), [O-]CC.[Na+] (sodium ethoxide), [Na] (sodium), C(C)O (ethanol). Solvent: C(C)(=O)O (acetic acid), C(C(=O)OCC)(=O)OCC (diethyl oxalate), O (water), CCOCC (ether). Product: C(=O)(OCC)C=1OC2=CC=CC(=C2C(C1)=O)OCC(COC1=CC(=CC=C1)C)O (1-(2-carbethoxy-chromon-5-yloxy)-2 -hydroxy-3-m-cresyloxypropane). As a reaction SMILES: [C:1]([C:4]1[C:22]([OH:23])=[CH:21][CH:20]=[CH:19][C:5]=1[O:6][CH2:7][CH:8]([OH:18])[CH2:9][O:10][C:11]1[CH:16]=[CH:15][CH:14]=[C:13]([CH3:17])[CH:12]=1)(=[O:3])[CH3:2].[O-:24][CH2:25][CH3:26].[Na+].[Na].[CH2:29]([OH:31])[CH3:30]>C(OCC)(=O)C(OCC)=O.CCOCC.O.C(O)(=O)C>[C:25]([C:26]1[O:23][C:22]2[C:4]([C:1](=[O:3])[CH:2]=1)=[C:5]([O:6][CH2:7][CH:8]([OH:18])[CH2:9][O:10][C:11]1[CH:16]=[CH:15][CH:14]=[C:13]([CH3:17])[CH:12]=1)[CH:19]=[CH:20][CH:21]=2)([O:31][CH2:29][CH3:30])=[O:24] |f:1.2,^1:27|. Procedure details: A solution of 1-(2-acetyl-3-hydroxyphenoxy)-2-hydroxy-3-m-cresyloxypropane (25.3 g) in diethyl oxalate (30 ml) was added to a suspension of sodium ethoxide, prepared from sodium (6.0 g) and ethanol (60 ml), in dry ether (400 ml). The mixture was heated under reflux for 1.5 hours; the brown residue was poured onto ice (200 g) and acidified with a solution of acetic acid (24 ml) in water (160 ml). The ether layer was separated after adding more water (200 ml) and the aqueous layer extracted with e... The reactants are C/C(/CO)=C/C(C)C1=CC=CC=C1 ((Z)-2-Methyl-4-phenylpent-2-ene-1-ol), C(C)[Zn]CC (diethylzinc), C1(=CC=CC=C1)C (toluene), S(O)(O)(=O)=O (sulfuric acid), ClCI (Chloroiodomethane). Run at temperature -20 celsius, time 30 minute. The product is C[C@]1([C@@H](C1)[C@@H](C)C1=CC=CC=C1)CO ([(1S*,2S*)-1-Methyl-2-((R*)-1-phenylethyl)cyclopropyl]methanol). The yield is 61.0%. Reaction SMILES: [CH2:1]([Zn]CC)C.C1(C)C=CC=CC=1.ClCI.[CH3:16]/[C:17](=[CH:20]/[CH:21]([C:23]1[CH:28]=[CH:27][CH:26]=[CH:25][CH:24]=1)[CH3:22])/[CH2:18][OH:19].S(=O)(=O)(O)O>>[CH3:16][C@:17]1([CH2:18][OH:19])[CH2:1][C@H:20]1[C@H:21]([C:23]1[CH:24]=[CH:25][CH:26]=[CH:27][CH:28]=1)[CH3:22]. Reported procedure: Under a nitrogen atmosphere, a diethylzinc solution in toluene (concentration: 15% by weight, 69.8 g, 84.8 mmol) was placed into a 100-ml flask equipped with a stirring apparatus, a dropping funnel, and a thermometer, and cooled to −20° C. Chloroiodomethane (29.9 g, 169.6 mmol) was placed into the dropping funnel, and added dropwise with the temperature kept between −15 and −20° C. After completion of the dropwise addition, the mixture was stirred at −10 to −15° C. for 30 minutes, and then coole... The reactants are [OH-].[Na+] (NaOH), C(C1=CC=CC=C1)OCC[C@@H](C(C#N)(C)C)OC(C)=O (5-benzyloxy-2,2-dimethyl-3(S)-acetoxy-pentane-nitrile), O (water). Run in CO (methanol). Conditions: temperature 25 celsius, time 3 hour. Yields the product C(C1=CC=CC=C1)OCC[C@@H](C(C#N)(C)C)O (5-Benzyloxy-2,2-dimethyl-3(S)-hydroxy-pentane-nitrile). Reaction SMILES: [CH2:1]([O:8][CH2:9][CH2:10][C@H:11]([O:17]C(=O)C)[C:12]([CH3:16])([CH3:15])[C:13]#[N:14])[C:2]1[CH:7]=[CH:6][CH:5]=[CH:4][CH:3]=1.[OH-].[Na+].O>CO>[CH2:1]([O:8][CH2:9][CH2:10][C@H:11]([OH:17])[C:12]([CH3:15])([CH3:16])[C:13]#[N:14])[C:2]1[CH:7]=[CH:6][CH:5]=[CH:4][CH:3]=1 |f:1.2|. Reported procedure: 4.8 g (17.5 mmol) of 5-benzyloxy-2,2-dimethyl-3(S)-acetoxy-pentane-nitrile from the second fraction is dissolved in 50 ml of methanol and mixed with 1.4 g (35 mmol) of NaOH. It is stirred for 3 hours at 25° C., added to 200 ml of water, extracted with 2×200 ml of MTB ether, dried on sodium sulfate and concentrated by evaporation. Reactants: COC(=O)CC(CC(=O)CP(=O)(OC)OC)O[Si](C)(C)C(C)(C)C, O=C([O-])[O-], CCOC(C)=O, CC(C)O, O=Cc1ccc(Cl)cc1Cl, [K+], [K+]. Product: COC(=O)CC(CC(=O)C=Cc1ccc(Cl)cc1Cl)O[Si](C)(C)C(C)(C)C. RXN SMILES: [C:11]([CH3:12])([CH3:13])([CH3:14])[Si:15]([O:16][CH:17]([CH2:18][C:19](=[O:20])[O:21][CH3:22])[CH2:23][C:24]([CH2:25][P:26]([O:27][CH3:28])([O:29][CH3:30])=[O:31])=[O:32])([CH3:33])[CH3:34].[C:35](=[O:36])([O-:37])[O-:38].[CH3:41][CH2:42][O:43][C:44](=[O:45])[CH3:46].[CH:47]([OH:48])([CH3:49])[CH3:50].[Cl:1][c:2]1[c:3]([CH:4]=[O:5])[cH:6][cH:7][c:8]([Cl:10])[cH:9]1.[K+:39].[K+:40]>>[Cl:1][c:2]1[c:3]([CH:4]=[CH:25][C:24]([CH2:23][CH:17]([O:16][Si:15]([C:11]([CH3:12])([CH3:13])[CH3:14])([CH3:33])[CH3:34])[CH2:18][C:19](=[O:20])[O:21][CH3:22])=[O:32])[cH:6][cH:7][c:8]([Cl:10])[cH:9]1. Reactants: ClC=1C=C(C=CC1)C=1ON=C2C1C=C(C=C2)C2OCCO2 (3-(3-chlorophenyl)-5-(1,3-dioxolan-2-yl)-2,1-benzisoxazole). The solvent is Cl (HCl), CO (methanol). Yields the product ClC=1C=C(C=CC1)C=1ON=C2C1C=C(C=C2)C=O (3-(3-chlorophenyl)-2,1-benzisoxazole-5-carboxaldehyde). Isolated yield 89.9%. As a reaction SMILES: [Cl:1][C:2]1[CH:3]=[C:4]([C:8]2[O:9][N:10]=[C:11]3[CH:16]=[CH:15][C:14]([CH:17]4OCC[O:18]4)=[CH:13][C:12]=23)[CH:5]=[CH:6][CH:7]=1>Cl.CO>[Cl:1][C:2]1[CH:3]=[C:4]([C:8]2[O:9][N:10]=[C:11]3[CH:16]=[CH:15][C:14]([CH:17]=[O:18])=[CH:13][C:12]=23)[CH:5]=[CH:6][CH:7]=1. Procedure details: A mixture of intermediate (12) (0.0941 mol) in HCl 6N (200 ml) and methanol (100 ml) was stirred and refluxed for 6 hours, cooled and poured out on ice. The precipitate was filtered off, washed with diethyl ether and dried, yielding 21.8 g (90%) of 3-(3-chlorophenyl)-2,1-benzisoxazole-5-carboxaldehyde (intermediate 13), mp. 148° C. Reaction SMILES: [O:1]1[CH:6]=[CH:5][CH2:4][CH2:3][CH2:2]1.O.C1(C)C=CC(S(O)(=O)=O)=CC=1.[Cl:19][C:20]1[CH:21]=[N:22][CH:23]=[C:24]([Cl:28])[C:25]=1[CH2:26][OH:27]>C(Cl)Cl>[Cl:19][C:20]1[CH:21]=[N:22][CH:23]=[C:24]([Cl:28])[C:25]=1[CH2:26][O:27][CH:6]1[CH2:5][CH2:4][CH2:3][CH2:2][O:1]1 |f:1.2|. Yields the product ClC=1C=NC=C(C1COC1OCCCC1)Cl (3,5-Dichloro-4-(tetrahydro-pyran-2-yloxymethyl)-pyridine). Reaction conditions: temperature 40 celsius, time 1 day. The reactants are O1CCCC=C1 (Dihydropyrane), O.C1(=CC=C(C=C1)S(=O)(=O)O)C (p-toluenesulfonic acid monohydrate), ClC=1C=NC=C(C1CO)Cl ((3,5-dichloro-pyridin-4-yl)-methanol). Run in C(Cl)Cl (DCM). Procedure details: Dihydropyrane (3.01 mL, 33.2 mmol) and p-toluenesulfonic acid monohydrate (5.06 g, 26.6 mmol) were added to a stirred solution of (3,5-dichloro-pyridin-4-yl)-methanol (1.97 g, 11.06 mmol) in DCM (40 mL). After stirring for 1 d at 40° C. the solvent was removed in vacuo and the residue was partitioned between DCM (50 mL) and saturated NaHCO3 solution (50 mL). After extraction of the aqueous layer with DCM (2×50 mL) the combined organic layers were dried over Na2SO4, filtered, and concentrated in ... Product: COC1=C(C=CC(=C1)C1=NOC2=C1CCCC2=O)N(C=O)CC(C)=O (N-(2-Methoxy-4-(7-oxo-4,5,6,7-tetrahydrobenzo[d]isoxazol-3-yl)phenyl)-N-(2-oxopropyl)formamide). Isolated yield 33.1%. Procedure: To a mixture of N-(2-methoxy-4-(7-oxo-4,5,6,7-tetrahydrobenzo[d]isoxazol-3-yl)phenyl)formamide (2.66 g, 9.28 mmol), Cs2CO3 (5.37 g, 27.9 mmol), and KI (308 mg, 1.86 mmol) in dry DMF (40 ml) was added chloroacetone (7.72 g, 18.57 mmol) dropwise. The reaction was stirred at 55° C. over night. Reaction mixture was worked up with water and DCM, organic phase was washed with water and brine, dried over sodium sulfate and concentrated. The product was purified by chromatography on silica gel using a m... Reaction conditions: temperature 55 celsius. Reactants: ClCC(C)=O (chloroacetone), O (water), COC1=C(C=CC(=C1)C1=NOC2=C1CCCC2=O)NC=O (N-(2-methoxy-4-(7-oxo-4,5,6,7-tetrahydrobenzo[d]isoxazol-3-yl)phenyl)formamide), C(=O)([O-])[O-].[Cs+].[Cs+] (Cs2CO3). As a reaction SMILES: [CH3:1][O:2][C:3]1[CH:8]=[C:7]([C:9]2[C:13]3[CH2:14][CH2:15][CH2:16][C:17](=[O:18])[C:12]=3[O:11][N:10]=2)[CH:6]=[CH:5][C:4]=1[NH:19][CH:20]=[O:21].C([O-])([O-])=O.[Cs+].[Cs+].Cl[CH2:29][C:30](=[O:32])[CH3:31].O>CN(C=O)C.C(Cl)Cl>[CH3:1][O:2][C:3]1[CH:8]=[C:7]([C:9]2[C:13]3[CH2:14][CH2:15][CH2:16][C:17](=[O:18])[C:12]=3[O:11][N:10]=2)[CH:6]=[CH:5][C:4]=1[N:19]([CH2:29][C:30](=[O:32])[CH3:31])[CH:20]=[O:21] |f:1.2.3|. Solvent: CN(C)C=O (DMF), C(Cl)Cl (DCM). Starting materials: CNC=1C=C2C(=NC1)NC=C2 (methyl-(1H-pyrrolo[2,3-b]pyridin-5-yl)-amine), COC(=O)C=1C(=C2C(=NC=NN2C1)Cl)C(C)C (4-chloro-5-isopropylpyrrolo[2,1-f][1,2,4]triazine-6-carboxylic acid methyl ester), Cl (Monohydrochloride). The product is COC(=O)C=1C(=C2C(=NC=NN2C1)N(C=1C=C2C(=NC1)NC=C2)C)C(C)C (5-Isopropyl-4-[methyl-(1H-pyrrolo[2,3-b]pyridin-5-yl)-amino]-pyrrolo[2,1-f][1,2,4]triazine-6-carboxylic acid methyl ester). The yield is 25.0%. RXN SMILES: [CH3:1][NH:2][C:3]1[CH:4]=[C:5]2[CH:11]=[CH:10][NH:9][C:6]2=[N:7][CH:8]=1.[CH3:12][O:13][C:14]([C:16]1[C:17]([CH:26]([CH3:28])[CH3:27])=[C:18]2[N:23]([CH:24]=1)[N:22]=[CH:21][N:20]=[C:19]2Cl)=[O:15].Cl>>[CH3:12][O:13][C:14]([C:16]1[C:17]([CH:26]([CH3:28])[CH3:27])=[C:18]2[N:23]([CH:24]=1)[N:22]=[CH:21][N:20]=[C:19]2[N:2]([CH3:1])[C:3]1[CH:4]=[C:5]2[CH:11]=[CH:10][NH:9][C:6]2=[N:7][CH:8]=1)=[O:15]. Procedure: The title compound was prepared in a manner similar to the preparation of Example 24 by using methyl-(1H-pyrrolo[2,3-b]pyridin-5-yl)-amine and 4-chloro-5-isopropylpyrrolo[2,1-f][1,2,4]triazine-6-carboxylic acid methyl ester. (25% yield). LCMS; m/z 365 (M+H+). Monohydrochloride salt: 1H NMR (400 MHz, DMSO-d6) δ ppm 11.73 (1H, s), 8.22 (1H, s.), 8.00 (1H, s), 7.75 (1H, s), 7.50 (1H, s), 6.40 (1H, s.), 3.70 (3H, s), 3.26 (1H, m), 2.51 (3H, s), 0.54 (6H, d, J=7.3 Hz).